Dataset: the Open Reaction Database (ORD), a public repository of structured organic reaction records. Task: describe an organic reaction: reactants, conditions, products, and yield Reactants: BrC1=CC=C(C=C1)Br (1,4-dibromobenzene), C([O-])([O-])=O.[K+].[K+] (potassium carbonate), C(=O)C1=C(C=CC(=C1)OC)B(O)O (2-formyl-4-methoxyphenylboronic acid). The reagents and catalysts are C=1C=CC(=CC1)[P](C=2C=CC=CC2)(C=3C=CC=CC3)[Pd]([P](C=4C=CC=CC4)(C=5C=CC=CC5)C=6C=CC=CC6)([P](C=7C=CC=CC7)(C=8C=CC=CC8)C=9C=CC=CC9)[P](C=1C=CC=CC1)(C=1C=CC=CC1)C=1C=CC=CC1 (Pd(Ph3P)4). Run in COCCOC (DME), O (water). Conditions: temperature 90 celsius. Yields the product BrC1=CC=C(C=C1)C=1C(=CC(=CC1)OC)C=O (4′-bromo-4-methoxybiphenyl-2-carbaldehyde). The yield is 56.0%. As a reaction SMILES: Br[C:2]1[CH:7]=[CH:6][C:5]([Br:8])=[CH:4][CH:3]=1.C(=O)([O-])[O-].[K+].[K+].[CH:15]([C:17]1[CH:22]=[C:21]([O:23][CH3:24])[CH:20]=[CH:19][C:18]=1B(O)O)=[O:16]>COCCOC.O.C1C=CC([P]([Pd]([P](C2C=CC=CC=2)(C2C=CC=CC=2)C2C=CC=CC=2)([P](C2C=CC=CC=2)(C2C=CC=CC=2)C2C=CC=CC=2)[P](C2C=CC=CC=2)(C2C=CC=CC=2)C2C=CC=CC=2)(C2C=CC=CC=2)C2C=CC=CC=2)=CC=1>[Br:8][C:5]1[CH:6]=[CH:7][C:2]([C:18]2[C:17]([CH:15]=[O:16])=[CH:22][C:21]([O:23][CH3:24])=[CH:20][CH:19]=2)=[CH:3][CH:4]=1 |f:1.2.3,^1:38,40,59,78|. Reported procedure: A solution of 1,4-dibromobenzene (5.11 g, 21.67 mmol), potassium carbonate (6.91 g, 50.0 mmol) and 2-formyl-4-methoxyphenylboronic acid (3 g, 16.67 mmol) in DME (75 mL) and water (15 mL) (in a pressure vessel) was sparged with nitrogen for 15 min. Pd(Ph3P)4 (0.578 g, 0.500 mmol) was added and then the reaction was heated to 90° C. overnight. The reaction was cooled to r.t. and evaporated on rotovap. The residue was diluted with EtOAc and washed with water then brine, dried over MgSO4, filtered a... Starting materials: ClC1=CC=C(C(=C1C=O)OC)F (6-chloro-3-fluoro-2-methoxybenzaldehyde), ClC1=CC=C(C(=C1C=O)F)F (6-chloro-2,3-difluorobenzaldehyde), C[O-].[Na+] (sodium methoxide), BrC=1C=C2C(=NC1)NC=C2C(C)C2=C(C(=CC=C2OC)F)Cl (5-bromo-3-[1-(2-chloro-3-fluoro-6-methoxyphenyl)ethyl]-1H-pyrrolo[2,3-b]pyridine), ClC1=C(C=O)C(=CC=C1F)OC (2-chloro-3-fluoro-6-methoxybenzaldehyde). Solvent: CO (methanol). Yields the product BrC=1C=C2C(=NC1)NC=C2C(C)C2=C(C(=CC=C2Cl)F)OC (5-Bromo-3-[1-(6-chloro-3-fluoro-2-methoxyphenyl)ethyl]-1H-pyrrolo[2,3-b]pyridine), ClC1=CC=C(C(=C1C=O)OC)F (6-Chloro-3-fluoro-2-methoxybenzaldehyde). Reaction SMILES: [Cl:1][C:2]1[C:7]([CH:8]=[O:9])=[C:6]([O:10][CH3:11])[C:5]([F:12])=[CH:4][CH:3]=1.[Br:13][C:14]1[CH:15]=[C:16]2[C:22]([CH:23]([C:25]3[C:30]([O:31][CH3:32])=[CH:29][CH:28]=[C:27](F)[C:26]=3[Cl:34])[CH3:24])=[CH:21][NH:20][C:17]2=[N:18][CH:19]=1.ClC1C(F)=CC=C(OC)C=1C=O.ClC1C(C=O)=C(F)C(F)=CC=1.C[O-].[Na+]>CO>[Br:13][C:14]1[CH:15]=[C:16]2[C:22]([CH:23]([C:25]3[C:26]([Cl:34])=[CH:27][CH:28]=[C:29]([F:12])[C:30]=3[O:31][CH3:32])[CH3:24])=[CH:21][NH:20][C:17]2=[N:18][CH:19]=1.[Cl:1][C:2]1[C:7]([CH:8]=[O:9])=[C:6]([O:10][CH3:11])[C:5]([F:12])=[CH:4][CH:3]=1 |f:4.5|. Reported procedure: The title compound was prepared from 6-chloro-3-fluoro-2-methoxybenzaldehyde following the procedures for the synthesis of 5-bromo-3-[1-(2-chloro-3-fluoro-6-methoxyphenyl)ethyl]-1H-pyrrolo[2,3-b]pyridine from 2-chloro-3-fluoro-6-methoxybenzaldehyde, vide supra. 6-Chloro-3-fluoro-2-methoxybenzaldehyde was prepared from the known 6-chloro-2,3-difluorobenzaldehyde by reaction with sodium methoxide in methanol. 1H NMR (300 MHz, CDCl3): δ=1.78 (d, J=7.2 Hz, 3H), 3.44 (brs, 3H), 4.94 (q, J=7.2 Hz, 1H)... RXN SMILES: [CH3:1][C:2]1[CH:7]=[CH:6][C:5]([CH:8]([C:12]2[CH:17]=[CH:16][C:15]([CH3:18])=[CH:14][CH:13]=2)[C:9]([OH:11])=O)=[CH:4][CH:3]=1.[NH2:19][CH2:20][CH2:21][CH2:22][N:23]1[CH2:28][CH2:27][CH:26]([C:29]2[CH:30]=[C:31]([NH:35][C:36](=[O:40])[CH:37]([CH3:39])[CH3:38])[CH:32]=[CH:33][CH:34]=2)[CH2:25][CH2:24]1>>[CH3:18][C:15]1[CH:16]=[CH:17][C:12]([CH:8]([C:5]2[CH:4]=[CH:3][C:2]([CH3:1])=[CH:7][CH:6]=2)[C:9]([NH:19][CH2:20][CH2:21][CH2:22][N:23]2[CH2:28][CH2:27][CH:26]([C:29]3[CH:30]=[C:31]([NH:35][C:36](=[O:40])[CH:37]([CH3:38])[CH3:39])[CH:32]=[CH:33][CH:34]=3)[CH2:25][CH2:24]2)=[O:11])=[CH:13][CH:14]=1. The product is CC1=CC=C(C=C1)C(C(=O)NCCCN1CCC(CC1)C=1C=C(C=CC1)NC(C(C)C)=O)C1=CC=C(C=C1)C (N-{3-[1-(3-{[BIS(4-METHYLPHENYL)ACETYL]AMINO}PROPYL)-4-PIPERIDINYL]PHENYL}-2-METHYLPROPANAMIDE). Reactants: CC1=CC=C(C=C1)C(C(=O)O)C1=CC=C(C=C1)C (bis(4-methylphenyl)acetic acid), NCCCN1CCC(CC1)C=1C=C(C=CC1)NC(C(C)C)=O (N-{3-[1-(3-aminopropyl)-4-piperidinyl]phenyl}-2-methylpropanamide). Procedure details: Example 34 was prepared from bis(4-methylphenyl)acetic acid and N-{3-[1-(3-aminopropyl)-4-piperidinyl]phenyl}-2-methylpropanamide according to the procedures described in Scheme 9: 1H NMR (400 MHz, CDCl3) δ 7.50 (s, 1H), 7.29 (d, 2H, J=6.1 Hz), 7.13 (m, 8H), 6.93 (d, 1H, J=7.5 Hz), 6.83–6.78 (m, 1H), 7.27–7.21 (m, 1H), 4.81 (s, 1H), 3.40–3.34 (m, 2H), 2.91 (d, 2H, J=11.6 Hz), 2.53–2.41 (m, 2H), 2.36 (t, 2H, J=6.6 Hz), 2.29 (s, 6H), 1.99–1.88 (m, 2H), 1.78 (d, 3H, J=12.9 Hz), 1.67 (t, 2H, J=6.6 H...